From a dataset of the Open Reaction Database (ORD), a public repository of structured organic reaction records. describe an organic reaction: reactants, conditions, products, and yield Starting materials: CSC1=C(C=C(C=O)C=C1)C(F)(F)F (4-methylsulfanyl-3-trifluoromethyl-benzaldehyde), C(CCC)[Li] (n-butyllithium), CCCCCC (n-hexane), C1(=CC=CC=C1)S(=O)(=O)N1C=CC=2C1=NC=C(C2)OC (1-benzenesulfonyl-5-methoxy-1H-pyrrolo[2,3-b]pyridine). The solvent is O1CCCC1 (tetrahydrofuran). Conditions: temperature -78 celsius, time 30 minute. Yields the product C1(=CC=CC=C1)S(=O)(=O)N1C(=CC=2C1=NC=C(C2)OC)C(O)C2=CC(=C(C=C2)SC)C(F)(F)F ((1-benzenesulfonyl-5-methoxy-1H-pyrrolo[2,3-b]pyridin-2-yl)-(4-methylsulfanyl-3-trifluoromethyl-phenyl)-methanol). Isolated yield 90.8%. Reaction SMILES: [C:1]1([S:7]([N:10]2[C:14]3=[N:15][CH:16]=[C:17]([O:19][CH3:20])[CH:18]=[C:13]3[CH:12]=[CH:11]2)(=[O:9])=[O:8])[CH:6]=[CH:5][CH:4]=[CH:3][CH:2]=1.C([Li])CCC.CCCCCC.[CH3:32][S:33][C:34]1[CH:41]=[CH:40][C:37]([CH:38]=[O:39])=[CH:36][C:35]=1[C:42]([F:45])([F:44])[F:43]>O1CCCC1>[C:1]1([S:7]([N:10]2[C:14]3=[N:15][CH:16]=[C:17]([O:19][CH3:20])[CH:18]=[C:13]3[CH:12]=[C:11]2[CH:38]([C:37]2[CH:40]=[CH:41][C:34]([S:33][CH3:32])=[C:35]([C:42]([F:45])([F:44])[F:43])[CH:36]=2)[OH:39])(=[O:8])=[O:9])[CH:6]=[CH:5][CH:4]=[CH:3][CH:2]=1. Procedure details: To a −78° C. suspension of 1-benzenesulfonyl-5-methoxy-1H-pyrrolo[2,3-b]pyridine (3.17 g, 11 mmol) in dry tetrahydrofuran (50 mL) was added n-butyllithium in n-hexane (1.6 M, 6.9 mL, 11 mmol) dropwise. The mixture was stirred at −78° C. for 30 min before adding 4-methylsulfanyl-3-trifluoromethyl-benzaldehyde (2.65 g, 12 mmol) dropwise. The resulting mixture was stirred at −78° C. for 1 h and quenched by adding brine (20 mL). The mixture was extracted with ethyl acetate (300 mL), washed with brin... Starting materials: CO, [Cl-], N#C[K], [NH4+], [Na+], [OH-], O, O=C1CCSCC1. Product: N#CC1(N)CCSCC1. Reaction SMILES: [CH3:16][OH:17].[Cl-:4].[K:1][C:2]#[N:3].[NH4+:5].[Na+:14].[OH-:13].[OH2:15].[S:6]1[CH2:7][CH2:8][C:9](=[O:12])[CH2:10][CH2:11]1>>[C:2](#[N:3])[C:9]1([NH2:5])[CH2:8][CH2:7][S:6][CH2:11][CH2:10]1. Reactants: COC1=C(C=CC(=C1)OC)C(CC(=O)O)CCCC (3-(2,4-dimethoxyphenyl)heptanoic acid), C(CC)[Mg]Br (propylmagnesium bromide). The product is COC1=C(C=CC(=C1)OC)C(CC(=O)O)CCC (3-(2,4-Dimethoxyphenyl)hexanoic acid). Reaction SMILES: [CH3:1][O:2][C:3]1[CH:8]=[C:7]([O:9][CH3:10])[CH:6]=[CH:5][C:4]=1[CH:11]([CH2:16][CH2:17][CH2:18]C)[CH2:12][C:13]([OH:15])=[O:14].C([Mg]Br)CC>>[CH3:1][O:2][C:3]1[CH:8]=[C:7]([O:9][CH3:10])[CH:6]=[CH:5][C:4]=1[CH:11]([CH2:16][CH2:17][CH3:18])[CH2:12][C:13]([OH:15])=[O:14]. Procedure details: Following a similar procedure to that described in Preparation 42a, but using propylmagnesium bromide instead of butylmagnesium bromide, the title compound was obtained as an oily substance.